From a dataset of the Open Reaction Database (ORD), a public repository of structured organic reaction records. describe an organic reaction: reactants, conditions, products, and yield Starting materials: ClC=1C(=CC2=C(NC(CC(=N2)C2=CC(=CC=C2)N2N=NC=C2CO)=O)C1)N(C)C(C)C (8-chloro-4-[3-(5-hydroxymethyl-[1,2,3]triazol-1-yl)-phenyl]-7-(isopropyl-methyl-amino)-1,3-dihydro-benzo[b][1,4]diazepin-2-one), S(=O)(Cl)Cl (thionylchloride), [Cl-] (chloride), CNC (dimethylamine). Run in ClCCl (dichloromethane), CN(C)C=O (DMF). The product is ClC=1C(=CC2=C(NC(CC(=N2)C2=CC(=CC=C2)N2N=NC=C2CN(C)C)=O)C1)N(C)C(C)C (8-Chloro-4-[3-(5-dimethylaminomethyl-[1,2,3]triazol-1-yl)-phenyl]-7-(isopropyl-methyl-amino)-1,3-dihydro-benzo[b][1,4]diazepin-2-one), solid. Yield: 61.0%. As a reaction SMILES: [Cl:1][C:2]1[C:3]([N:27]([CH:29]([CH3:31])[CH3:30])[CH3:28])=[CH:4][C:5]2[N:11]=[C:10]([C:12]3[CH:17]=[CH:16][CH:15]=[C:14]([N:18]4[C:22]([CH2:23]O)=[CH:21][N:20]=[N:19]4)[CH:13]=3)[CH2:9][C:8](=[O:25])[NH:7][C:6]=2[CH:26]=1.S(Cl)(Cl)=O.[Cl-].[CH3:37][NH:38][CH3:39]>ClCCl.CN(C=O)C>[Cl:1][C:2]1[C:3]([N:27]([CH:29]([CH3:31])[CH3:30])[CH3:28])=[CH:4][C:5]2[N:11]=[C:10]([C:12]3[CH:17]=[CH:16][CH:15]=[C:14]([N:18]4[C:22]([CH2:23][N:38]([CH3:39])[CH3:37])=[CH:21][N:20]=[N:19]4)[CH:13]=3)[CH2:9][C:8](=[O:25])[NH:7][C:6]=2[CH:26]=1. Procedure: The title compound was prepared from 8-chloro-4-[3-(5-hydroxymethyl-[1,2,3]triazol-1-yl)-phenyl]-7-(isopropyl-methyl-amino)-1,3-dihydro-benzo[b][1,4]diazepin-2-one (Example 99) (219 mg, 0.50 mmol) by reaction with thionylchloride in dichloromethane and subsequent treatment of the corresponding chloride with dimethylamine in DMF according to the method described in Example 45. Obtained as a light brown solid (143 mg, 61%). The reactants are CN(CCN1C(=NC(=C1)C1=CC(=C(C=C1)F)C(F)(F)F)C1CCN(CC1)C1=C(C(=NC=N1)N)CC)C (6-(4-(1-(2-(dimethylamino)ethyl)-4-(4-fluoro-3-(trifluoromethyl)phenyl)-1H-imidazol-2-yl)piperidin-1-yl)-5-ethylpyrimidin-4-amine), C1(CC1)/C=C/C=1C(=NC=NC1N1CCC(CC1)C=1N(C=C(N1)C1=CC(=C(C=C1)F)C(F)(F)F)CCN(C)C)N ((E)-5-(2-cyclopropylvinyl)-6-(4-(1-(2-(dimethylamino)ethyl)-4-(4-fluoro-3-(trifluoromethyl)phenyl)-1H-imidazol-2-yl)piperidin-1-yl)pyrimidin-4-amine). Yields the product C1(CC1)CCC=1C(=NC=NC1N1CCC(CC1)C=1N(C=C(N1)C1=CC(=C(C=C1)F)C(F)(F)F)CCN(C)C)N (5-(2-Cyclopropylethyl)-6-(4-(1-(2-(dimethylamino)ethyl)-4-(4-fluoro-3-(trifluoromethyl)phenyl)-1H-imidazol-2-yl)piperidin-1-yl)pyrimidin-4-amine). RXN SMILES: CN(C)CCN1C=C(C2C=CC(F)=C(C(F)(F)F)C=2)N=C1C1CCN(C2N=CN=C(N)C=2CC)CC1.[CH:37]1(/[CH:40]=[CH:41]/[C:42]2[C:43]([NH2:75])=[N:44][CH:45]=[N:46][C:47]=2[N:48]2[CH2:53][CH2:52][CH:51]([C:54]3[N:55]([CH2:70][CH2:71][N:72]([CH3:74])[CH3:73])[CH:56]=[C:57]([C:59]4[CH:64]=[CH:63][C:62]([F:65])=[C:61]([C:66]([F:69])([F:68])[F:67])[CH:60]=4)[N:58]=3)[CH2:50][CH2:49]2)[CH2:39][CH2:38]1>>[CH:37]1([CH2:40][CH2:41][C:42]2[C:43]([NH2:75])=[N:44][CH:45]=[N:46][C:47]=2[N:48]2[CH2:53][CH2:52][CH:51]([C:54]3[N:55]([CH2:70][CH2:71][N:72]([CH3:73])[CH3:74])[CH:56]=[C:57]([C:59]4[CH:64]=[CH:63][C:62]([F:65])=[C:61]([C:66]([F:69])([F:68])[F:67])[CH:60]=4)[N:58]=3)[CH2:50][CH2:49]2)[CH2:39][CH2:38]1. Procedure details: The title compound was prepared in an analogous manner as 6-(4-(1-(2-(dimethylamino)ethyl)-4-(4-fluoro-3-(trifluoromethyl)phenyl)-1H-imidazol-2-yl)piperidin-1-yl)-5-ethylpyrimidin-4-amine using (E)-5-(2-cyclopropylvinyl)-6-(4-(1-(2-(dimethylamino)ethyl)-4-(4-fluoro-3-(trifluoromethyl)phenyl)-1H-imidazol-2-yl)piperidin-1-yl)pyrimidin-4-amine. LC-MS: (M+1=546, obsd.=546).